From a dataset of the Open Reaction Database (ORD), a public repository of structured organic reaction records. describe an organic reaction: reactants, conditions, products, and yield Reactants: CC(=O)[O-], CC(=O)[O-], O=C(c1ccc2[nH]c(C(=O)N3CCS(=O)(=O)CC3)cc2c1)N1CCN(C2CCCC2)CC1, ClCCl, [Cu+2], OB(O)c1ccc(F)cc1, c1ccncc1. Reaction SMILES: [C:52]([O-:53])(=[O:54])[CH3:55].[C:57]([O-:58])(=[O:59])[CH3:60].[CH:1]1([N:6]2[CH2:7][CH2:8][N:9]([C:12](=[O:13])[c:14]3[cH:15][c:16]4[cH:17][c:18]([C:23](=[O:24])[N:25]5[CH2:26][CH2:27][S:28](=[O:31])(=[O:32])[CH2:29][CH2:30]5)[nH:19][c:20]4[cH:21][cH:22]3)[CH2:10][CH2:11]2)[CH2:2][CH2:3][CH2:4][CH2:5]1.[Cl:49][CH2:50][Cl:51].[Cu+2:56].[OH:33][B:34]([OH:35])[c:36]1[cH:37][cH:38][c:39]([F:40])[cH:41][cH:42]1.[cH:43]1[cH:44][cH:45][n:46][cH:47][cH:48]1>>[CH:1]1([N:6]2[CH2:7][CH2:8][N:9]([C:12](=[O:13])[c:14]3[cH:15][c:16]4[cH:17][c:18]([C:23](=[O:24])[N:25]5[CH2:26][CH2:27][S:28](=[O:31])(=[O:32])[CH2:29][CH2:30]5)[n:19](-[c:36]5[cH:37][cH:38][c:39]([F:40])[cH:41][cH:42]5)[c:20]4[cH:21][cH:22]3)[CH2:10][CH2:11]2)[CH2:2][CH2:3][CH2:4][CH2:5]1. Product: O=C(c1ccc2c(c1)cc(C(=O)N1CCS(=O)(=O)CC1)n2-c1ccc(F)cc1)N1CCN(C2CCCC2)CC1. Starting materials: Cc1nc(N)ccc1-c1ccccc1, CCOC(C)=O, O=C=NC(=O)c1c(Cl)cccc1Cl. Yields the product Cc1nc(NC(=O)NC(=O)c2c(Cl)cccc2Cl)ccc1-c1ccccc1. RXN SMILES: [CH3:14][c:15]1[c:16](-[c:22]2[cH:23][cH:24][cH:25][cH:26][cH:27]2)[cH:17][cH:18][c:19]([NH2:21])[n:20]1.[CH3:28][CH2:29][O:30][C:31](=[O:32])[CH3:33].[Cl:1][c:2]1[c:3]([C:4](=[O:5])[N:6]=[C:7]=[O:8])[c:9]([Cl:13])[cH:10][cH:11][cH:12]1>>[Cl:1][c:2]1[c:3]([C:4](=[O:5])[NH:6][C:7](=[O:8])[NH:21][c:19]2[cH:18][cH:17][c:16](-[c:22]3[cH:23][cH:24][cH:25][cH:26][cH:27]3)[c:15]([CH3:14])[n:20]2)[c:9]([Cl:13])[cH:10][cH:11][cH:12]1. The reactants are CS(=O)(=O)NC[C@H](CCCNC(OC(C)(C)C)=O)NC1=C(C=NC2=CC=CC=C12)[N+](=O)[O-] (tert-Butyl (4S)-5-[(methylsulfonyl)amino]-4-[(3-nitroquinolin-4-yl)amino]pentylcarbamate). The reagents and catalysts are [Pt] (Platinum on carbon). The solvent is C(C)#N (acetonitrile). Run at time 2 hour. The product is NC=1C=NC2=CC=CC=C2C1N[C@@H](CCCNC(OC(C)(C)C)=O)CNS(=O)(=O)C (tert-butyl (4S)-4-[(3-aminoquinolin-4-yl)amino]-5-[(methylsulfonyl)amino]pentylcarbamate). The yield is 95.3%. RXN SMILES: [CH3:1][S:2]([NH:5][CH2:6][C@@H:7]([NH:19][C:20]1[C:29]2[C:24](=[CH:25][CH:26]=[CH:27][CH:28]=2)[N:23]=[CH:22][C:21]=1[N+:30]([O-])=O)[CH2:8][CH2:9][CH2:10][NH:11][C:12](=[O:18])[O:13][C:14]([CH3:17])([CH3:16])[CH3:15])(=[O:4])=[O:3]>C(#N)C.[Pt]>[NH2:30][C:21]1[CH:22]=[N:23][C:24]2[C:29]([C:20]=1[NH:19][C@H:7]([CH2:6][NH:5][S:2]([CH3:1])(=[O:4])=[O:3])[CH2:8][CH2:9][CH2:10][NH:11][C:12](=[O:18])[O:13][C:14]([CH3:15])([CH3:16])[CH3:17])=[CH:28][CH:27]=[CH:26][CH:25]=2. Reported procedure: tert-Butyl (4S)-5-[(methylsulfonyl)amino]-4-[(3-nitroquinolin-4-yl)amino]pentylcarbamate (8.00 g, 17.1 mmol) was dissolved in 150 mL of acetonitrile and the solution was placed in a pressure bottle. Platinum on carbon (5%, 2.0 g) was then added and the reaction mixture was shaken under H2 at 50 PSI (3.4×105 Pa). After 2 hours, the reaction mixture was then filtered through a pad of CELITE filter agent. The pad was rinsed with acetonitrile and the combined filtrates were concentrated under reduce...